Dataset: the Open Reaction Database (ORD), a public repository of structured organic reaction records. Task: describe an organic reaction: reactants, conditions, products, and yield Reactants: CC#N, CC(=O)O, [Cl-], Cl, CC(C)(C)ON=O, CCOC(=O)c1cccc2c1CCCC2CCc1cnc(N)s1, [Zn]. Yields the product CCOC(=O)c1cccc2c1CCCC2CCc1cncs1. Reaction SMILES: [CH3:33][C:34]#[N:35].[CH3:36][C:37](=[O:38])[OH:39].[Cl-:1].[ClH:32].[N:2]([O:3][C:4]([CH3:5])([CH3:6])[CH3:7])=[O:8].[NH2:9][c:10]1[s:11][c:12]([CH2:15][CH2:16][CH:17]2[c:18]3[cH:19][cH:20][cH:21][c:22]([C:27](=[O:28])[O:29][CH2:30][CH3:31])[c:23]3[CH2:24][CH2:25][CH2:26]2)[cH:13][n:14]1.[Zn:40]>>[cH:10]1[s:11][c:12]([CH2:15][CH2:16][CH:17]2[c:18]3[cH:19][cH:20][cH:21][c:22]([C:27](=[O:28])[O:29][CH2:30][CH3:31])[c:23]3[CH2:24][CH2:25][CH2:26]2)[cH:13][n:14]1. Starting materials: BrB(Br)Br, ClCCl, COc1cc(-n2nc(C(F)F)n(C)c2=O)c(F)cc1Cl, O. Product: Cn1c(C(F)F)nn(-c2cc(O)c(Cl)cc2F)c1=O. As a reaction SMILES: [B:21]([Br:22])([Br:23])[Br:24].[CH2:26]([Cl:27])[Cl:28].[Cl:1][c:2]1[cH:3][c:4]([F:20])[c:5](-[n:10]2[n:11][c:12]([CH:17]([F:18])[F:19])[n:13]([CH3:16])[c:14]2=[O:15])[cH:6][c:7]1[O:8][CH3:9].[OH2:25]>>[Cl:1][c:2]1[cH:3][c:4]([F:20])[c:5](-[n:10]2[n:11][c:12]([CH:17]([F:18])[F:19])[n:13]([CH3:16])[c:14]2=[O:15])[cH:6][c:7]1[OH:8].